This data is from the Open Reaction Database (ORD), a public repository of structured organic reaction records. The task is: describe an organic reaction: reactants, conditions, products, and yield Product: CC(C)C(=O)Oc1ccc2cc(C=O)ccc2c1. Reaction SMILES: [Br-:25].[C:27]([CH:28]([CH3:29])[CH3:30])(=[O:31])[O:32][c:33]1[cH:34][c:35]2[cH:36][cH:37][c:38]([C:43](=[O:44])[OH:45])[cH:39][c:40]2[cH:41][cH:42]1.[C:50]([O-:51])(=[O:52])[CH3:53].[C:55]([O-:56])(=[O:57])[CH3:58].[CH3:18][C:19]([O:20][C:21](=[O:22])[CH3:23])=[O:24].[CH3:1][c:2]1[cH:3][cH:4][c:5]2[c:6]([cH:7][cH:8][c:9]([O:10][C:11](=[O:12])[CH:13]([CH3:14])[CH3:15])[cH:16]2)[cH:17]1.[CH3:59][C:60](=[O:61])[OH:62].[Co+2:54].[NH4+:26].[OH2:46].[OH2:47].[OH2:48].[OH2:49]>>[C:27]([CH:28]([CH3:29])[CH3:30])(=[O:31])[O:32][c:33]1[cH:34][c:35]2[cH:36][cH:37][c:38]([CH:43]=[O:44])[cH:39][c:40]2[cH:41][cH:42]1. Reactants: [Br-], CC(C)C(=O)Oc1ccc2cc(C(=O)O)ccc2c1, CC(=O)[O-], CC(=O)[O-], CC(=O)OC(C)=O, Cc1ccc2cc(OC(=O)C(C)C)ccc2c1, CC(=O)O, [Co+2], [NH4+], O, O, O, O. Starting materials: [Cl-], O=C(c1ccccc1)c1cccc(C(F)(F)F)c1F, [NH4+], [NH4+], [OH-]. Product: Nc1c(C(=O)c2ccccc2)cccc1C(F)(F)F. RXN SMILES: [Cl-:20].[F:1][c:2]1[c:3]([C:12](=[O:13])[c:14]2[cH:15][cH:16][cH:17][cH:18][cH:19]2)[cH:4][cH:5][cH:6][c:7]1[C:8]([F:9])([F:10])[F:11].[NH4+:21].[NH4+:22].[OH-:23]>>[c:2]1([NH2:21])[c:3]([C:12](=[O:13])[c:14]2[cH:15][cH:16][cH:17][cH:18][cH:19]2)[cH:4][cH:5][cH:6][c:7]1[C:8]([F:9])([F:10])[F:11]. Starting materials: Br.C(C1=CC=CC=C1)C1C=2CNCC2CCN1 ((benzyl)-3,8-diazabicyclo[4.3.0]non-1(6)-ene hydrobromide), [H][H] (hydrogen). The reagents and catalysts are [Pd] (palladium charcoal). Solvent: C(C)(=O)O (acetic acid). Conditions: time 7 hour. The product is Br.Br.C1=2CNCCC2CNC1 (3,8-diazabicyclo[4.3.0]non-1(6)-ene.dihydrobromide). The yield is 73.0%. As a reaction SMILES: [BrH:1].C([CH:9]1[NH:17][CH2:16][CH2:15][C:14]2[CH2:13][NH:12][CH2:11][C:10]1=2)C1C=CC=CC=1.[H][H]>C(O)(=O)C.[Pd]>[BrH:1].[BrH:1].[C:10]12[CH2:11][NH:12][CH2:13][C:14]=1[CH2:15][CH2:16][NH:17][CH2:9]2 |f:0.1,5.6.7|. Procedure: 0.7 g of N3 -(benzyl)-3,8-diazabicyclo[4.3.0]non-1(6)-ene hydrobromide, prepared in Preparation 10, was dissolved in 20 ml of 5% aqueous acetic acid solution. 0.5 g of 10% palladium charcoal in this solution was suspended and the reaction mixture was refluxed under the hydrogen stream for 7 hours. The solid was filtered off. The filtrate was concentrated under reduced pressure and dissolved in 10 ml of 48% bromic acid. By concentrating the solution under reduced pressure again, 0.5 g of the titl... Starting materials: Cc1cc(CNC(=O)c2c(Cl)cccc2Cl)ccc1Br, O=C([O-])[O-], [Cs+], [Cs+], O=c1cc(B(O)O)cc[nH]1, CN(C)C=O, O. Product: Cc1cc(CNC(=O)c2c(Cl)cccc2Cl)ccc1-c1cc[nH]c(=O)c1. RXN SMILES: [Br:1][c:2]1[c:3]([CH3:20])[cH:4][c:5]([CH2:6][NH:7][C:8]([c:9]2[c:10]([Cl:16])[cH:11][cH:12][cH:13][c:14]2[Cl:15])=[O:17])[cH:18][cH:19]1.[C:31](=[O:32])([O-:33])[O-:34].[Cs+:35].[Cs+:36].[O:21]=[c:22]1[nH:23][cH:24][cH:25][c:26]([B:28]([OH:29])[OH:30])[cH:27]1.[O:37]=[CH:38][N:39]([CH3:40])[CH3:41].[OH2:42]>>[c:2]1(-[c:26]2[cH:25][cH:24][nH:23][c:22](=[O:21])[cH:27]2)[c:3]([CH3:20])[cH:4][c:5]([CH2:6][NH:7][C:8]([c:9]2[c:10]([Cl:16])[cH:11][cH:12][cH:13][c:14]2[Cl:15])=[O:17])[cH:18][cH:19]1. Reported procedure: A mixture of 0.735 g 6-methoxyindole and 5 ml tetrahydrofuran (THF) is added to a suspension of 0.44 g of 60% sodium hydride in 10 ml THF at 0° C. After 15 minutes a mixture 1.07 g O-mesitylsulfonyl-hydroxylamine and 15 ml THF is added. Stirring at 0° C. is continued for 1.5 hours. The mixture is poured into ice cold water, extracted with ethyl acetate, and purified by flash chromatography. The reactants are [H-].[Na+] (sodium hydride), COC1=CC=C2C=CNC2=C1 (6-methoxyindole), mixture, C1(=C(C(=CC(=C1)C)C)S(=O)(=O)ON)C (O-mesitylsulfonyl-hydroxylamine). Yields the product NN1C=CC2=CC=C(C=C12)OC (N-Amino-6-methoxyindole). Run at temperature 0 celsius, time 1.5 hour. The solvent is O1CCCC1 (THF), O1CCCC1 (tetrahydrofuran), O1CCCC1 (THF). As a reaction SMILES: [CH3:1][O:2][C:3]1[CH:11]=[C:10]2[C:6]([CH:7]=[CH:8][NH:9]2)=[CH:5][CH:4]=1.[H-].[Na+].C1(C)C=C(C)C=C(C)C=1S(O[NH2:26])(=O)=O>O1CCCC1>[NH2:26][N:9]1[C:10]2[C:6](=[CH:5][CH:4]=[C:3]([O:2][CH3:1])[CH:11]=2)[CH:7]=[CH:8]1 |f:1.2|. The reactants are C(CCC(=O)OCC)(=O)OCC(=O)C1=CC=C(C=C1)Cl (2-(4-chlorophenyl)-2-oxoethyl ethyl succinate), C(C)(=O)[O-].[NH4+] (ammonium acetate). The solvent is C(C)(=O)O (acetic acid). Conditions: temperature 110 celsius. The product is ClC1=CC=C(C=C1)C=1N=C(OC1)CCC(=O)OCC (ethyl 4-(4-chlorophenyl)-2-oxazolepropionate). Yield: 31.3%. As a reaction SMILES: [C:1]([O:10][CH2:11][C:12]([C:14]1[CH:19]=[CH:18][C:17]([Cl:20])=[CH:16][CH:15]=1)=O)(=O)[CH2:2][CH2:3][C:4]([O:6][CH2:7][CH3:8])=[O:5].C([O-])(=O)C.[NH4+:25]>C(O)(=O)C>[Cl:20][C:17]1[CH:18]=[CH:19][C:14]([C:12]2[N:25]=[C:1]([CH2:2][CH2:3][C:4]([O:6][CH2:7][CH3:8])=[O:5])[O:10][CH:11]=2)=[CH:15][CH:16]=1 |f:1.2|. Procedure: A mixture of 2-(4-chlorophenyl)-2-oxoethyl ethyl succinate (7.6 g), ammonium acetate (9.8 g) and acetic acid (80 ml) was stirred for an hour at 110° C. and refluxed for 2 hours. The solvent was distilled off. The residue was diluted with water, made basic by addition of aqueous sodium hydrogen carbonate solution and then extracted with ethyl acetate. The ethyl acetate layer was washed with water, and dried over MgSO4. After removal of the solvent, the oily residue was subjected to a silica gel c...